From a dataset of the Open Reaction Database (ORD), a public repository of structured organic reaction records. describe an organic reaction: reactants, conditions, products, and yield Starting materials: CC(=O)Cl, Cc1ccc(Sc2ccccc2N)c([N+](=O)[O-])c1, ClCCl. Yields the product CC(=O)Nc1ccccc1Sc1ccc(C)cc1[N+](=O)[O-]. RXN SMILES: [CH3:19][C:20]([Cl:21])=[O:22].[CH3:1][c:2]1[cH:3][c:4]([N+:16](=[O:17])[O-:18])[c:5]([S:8][c:9]2[c:10]([NH2:15])[cH:11][cH:12][cH:13][cH:14]2)[cH:6][cH:7]1.[Cl:23][CH2:24][Cl:25]>>[CH3:1][c:2]1[cH:3][c:4]([N+:16](=[O:17])[O-:18])[c:5]([S:8][c:9]2[c:10]([NH:15][C:20]([CH3:19])=[O:22])[cH:11][cH:12][cH:13][cH:14]2)[cH:6][cH:7]1. RXN SMILES: [C:1](=[O:2])([O-:3])[O-:4].[C:7](#[N:8])[CH2:9][P:10](=[O:11])([O:12][CH2:13][CH3:14])[O:15][CH2:16][CH3:17].[Cl:18][c:19]1[c:20]([CH:21]=[O:22])[cH:23][cH:24][c:25]([Cl:27])[cH:26]1.[K+:5].[K+:6].[O:29]1[CH2:30][CH2:31][CH2:32][CH2:33]1.[OH2:28]>>[C:7](#[N:8])[CH:9]=[CH:21][c:20]1[c:19]([Cl:18])[cH:26][c:25]([Cl:27])[cH:24][cH:23]1. Reactants: O=C([O-])[O-], CCOP(=O)(CC#N)OCC, O=Cc1ccc(Cl)cc1Cl, [K+], [K+], C1CCOC1, O. The product is N#CC=Cc1ccc(Cl)cc1Cl. Reactants: ClC=1C=C2C=CC(=CC2=CC1)S(=O)(=O)N(CC(=O)OC)[C@@H]1C(N(CC1)[C@H](C(=O)N1CCOCC1)C)=O (methyl N-[(6-chloro-2-naphthyl)sulfonyl]-N-{(3S)-1-[(1S)-1-methyl-2-morpholin-4-yl-2-oxoethyl]-2-oxopyrrolidin-3-yl}glycinate), [OH-].[Li+] (lithium hydroxide), Cl (hydrochloric acid), resultant solution. Solvent: C1CCOC1 (THF), O (water). Product: ClC=1C=C2C=CC(=CC2=CC1)S(=O)(=O)N(CC(=O)O)[C@@H]1C(N(CC1)[C@H](C(=O)N1CCOCC1)C)=O (N-[(6-Chloro-2-naphthyl)sulfonyl]-N-{(3S)-1-[(1S)-1-methyl-2-morpholin-4-yl-2-oxoethyl]-2-oxopyrrolidin-3-yl}glycine). Isolated yield 61.6%. As a reaction SMILES: [Cl:1][C:2]1[CH:3]=[C:4]2[C:9](=[CH:10][CH:11]=1)[CH:8]=[C:7]([S:12]([N:15]([C@H:21]1[CH2:25][CH2:24][N:23]([C@@H:26]([CH3:35])[C:27]([N:29]3[CH2:34][CH2:33][O:32][CH2:31][CH2:30]3)=[O:28])[C:22]1=[O:36])[CH2:16][C:17]([O:19]C)=[O:18])(=[O:14])=[O:13])[CH:6]=[CH:5]2.[OH-].[Li+].Cl>C1COCC1.O>[Cl:1][C:2]1[CH:3]=[C:4]2[C:9](=[CH:10][CH:11]=1)[CH:8]=[C:7]([S:12]([N:15]([C@H:21]1[CH2:25][CH2:24][N:23]([C@@H:26]([CH3:35])[C:27]([N:29]3[CH2:34][CH2:33][O:32][CH2:31][CH2:30]3)=[O:28])[C:22]1=[O:36])[CH2:16][C:17]([OH:19])=[O:18])(=[O:14])=[O:13])[CH:6]=[CH:5]2 |f:1.2|. Reported procedure: To a solution of methyl N-[(6-chloro-2-naphthyl)sulfonyl]-N-{(3S)-1-[(1S)-1-methyl-2-morpholin-4-yl-2-oxoethyl]-2-oxopyrrolidin-3-yl}glycinate (0.010 g) in THF (2 ml) was added lithium hydroxide (0.003 g) in water (2 ml), and the resultant solution stirred for 16 h. The mixture was acidified to pH5 using hydrochloric acid (2N), and then concentrated under reduced pressure. The residue was purified using mass directed preparative h.p.l.c. to give the title compound (0.006 g) as a white solid. Starting materials: 25, N (ammonia), solution, C(CCC)[Li] (butyl lithium), C1(=CC=CC=C1)C(C(=O)OC)(CC1N2CCC(C1)CC2)C2=CC=CC=C2 (methyl 2,2-diphenyl-3-(1-azabicyclo[2.2.2]oct-2-yl)propionate), C(=O)=O (dry ice). Solvent: CCCCCC (hexane), O1CCCC1 (tetrahydrofuran), O1CCCC1 (tetrahydrofuran). The product is C1(=CC=CC=C1)C(C(=O)N)(CC1N2CCC(C1)CC2)C2=CC=CC=C2 (2,2-diphenyl-3-(1-azabicyclo[2.2.2]oct-2-yl)propionamide). Reaction SMILES: [NH3:1].C([Li])CCC.[C:7]1([C:13]([C:27]2[CH:32]=[CH:31][CH:30]=[CH:29][CH:28]=2)([CH2:18][CH:19]2[CH2:24][CH:23]3[CH2:25][CH2:26][N:20]2[CH2:21][CH2:22]3)[C:14]([O:16]C)=O)[CH:12]=[CH:11][CH:10]=[CH:9][CH:8]=1.C(=O)=O>CCCCCC.O1CCCC1>[C:27]1([C:13]([C:7]2[CH:8]=[CH:9][CH:10]=[CH:11][CH:12]=2)([CH2:18][CH:19]2[CH2:24][CH:23]3[CH2:25][CH2:26][N:20]2[CH2:21][CH2:22]3)[C:14]([NH2:1])=[O:16])[CH:28]=[CH:29][CH:30]=[CH:31][CH:32]=1. Procedure: To a solution of 25 parts by volume liquid ammonia in 22 parts dry tetrahydrofuran is added dropwise over a 5 minute period 10 parts by volume of a 2.3 M solution of butyl lithium in hexane under reflux under a dry ice condenser. Then, a solution of 3.9 parts methyl 2,2-diphenyl-3-(1-azabicyclo[2.2.2]oct-2-yl)propionate in 18 parts dry tetrahydrofuran is added dropwise, with stirring. After stirring the resulting mixture under reflux for 3 hours the dry ice condenser is removed, and the mixture ... Starting materials: N1=CC(=CC2=CC=CC=C12)C=1C=NN2C1N=C(C=C2N(COCC[Si](C)(C)C)COCC[Si](C)(C)C)C=C (3-(quinolin-3-yl)-N,N-bis((2-(trimethylsilyl)ethoxy)methyl)-5-vinylpyrazolo[1,5-a]pyrimidin-7-amine), N1=C(C=CC=C1C)C (2,6-lutidine), O (H2O), NaIO4, [O-]S(=O)(=S)[O-].[Na+].[Na+] (Na2S2O3), diol, NaIO4. Reagents/catalysts: O=[Os](=O)(=O)=O (OsO4). The solvent is O1CCOCC1 (1,4-dioxane), O1CCOCC1 (1,4-dioxane). Conditions: time 20 minute. The product is C[Si](CCOCN(C1=CC(=NC=2N1N=CC2C=2C=NC1=CC=CC=C1C2)C=O)COCC[Si](C)(C)C)(C)C (7-(bis((2-(trimethylsilyl)ethoxy)methyl)amino)-3-(quinolin-3-yl)pyrazolo[1,5-a]pyrimidine-5-carbaldehyde). Isolated yield 92.0%. Reaction SMILES: [N:1]1[C:10]2[C:5](=[CH:6][CH:7]=[CH:8][CH:9]=2)[CH:4]=[C:3]([C:11]2[CH:12]=[N:13][N:14]3[C:19]([N:20]([CH2:29][O:30][CH2:31][CH2:32][Si:33]([CH3:36])([CH3:35])[CH3:34])[CH2:21][O:22][CH2:23][CH2:24][Si:25]([CH3:28])([CH3:27])[CH3:26])=[CH:18][C:17]([CH:37]=C)=[N:16][C:15]=23)[CH:2]=1.N1C(C)=CC=CC=1C.O.[O-:48]S([O-])(=S)=O.[Na+].[Na+]>O1CCOCC1.O=[Os](=O)(=O)=O>[CH3:36][Si:33]([CH3:34])([CH3:35])[CH2:32][CH2:31][O:30][CH2:29][N:20]([CH2:21][O:22][CH2:23][CH2:24][Si:25]([CH3:26])([CH3:27])[CH3:28])[C:19]1[N:14]2[N:13]=[CH:12][C:11]([C:3]3[CH:2]=[N:1][C:10]4[C:5]([CH:4]=3)=[CH:6][CH:7]=[CH:8][CH:9]=4)=[C:15]2[N:16]=[C:17]([CH:37]=[O:48])[CH:18]=1 |f:3.4.5|. Reported procedure: To 3-(quinolin-3-yl)-N,N-bis((2-(trimethylsilyl)ethoxy)methyl)-5-vinylpyrazolo[1,5-a]pyrimidin-7-amine (Int-8a, 0.7 g, 1.3 mmol) in 1,4-dioxane (10 mL) was added 2.5 wt % OsO4 in 1,4-dioxane (1.0 g, 0.02 mmol), 2,6-lutidine (0.6 mL, 5.2 mmol) and H2O (2 mL), and the resulting mixture was stirred at room temperature for 20 minutes. NaIO4 (0.8 g, 3.81 mmol) was then added and the reaction mixture was stirred at room temperature for 16 hours. L C/MS analysis at that time showed the diol intermediat... The reactants are CCCCP(CCCC)CCCC, O=C1N(Cc2ccc(C(F)(F)F)o2)c2ccc(F)cc2C1(CO)c1cc2c(cc1O)OCO2, CC(C)(C)OC(=O)N=NC(=O)OC(C)(C)C, C1CCOC1. Yields the product O=C1N(Cc2ccc(C(F)(F)F)o2)c2ccc(F)cc2C12COc1cc3c(cc12)OCO3. Reaction SMILES: [CH2:34]([P:35]([CH2:36][CH2:37][CH2:38][CH3:39])[CH2:40][CH2:41][CH2:42][CH3:43])[CH2:44][CH2:45][CH3:46].[F:1][c:2]1[cH:3][c:4]2[c:8]([cH:9][cH:10]1)[N:7]([CH2:11][c:12]1[o:13][c:14]([C:17]([F:18])([F:19])[F:20])[cH:15][cH:16]1)[C:6](=[O:21])[C:5]2([CH2:22][OH:23])[c:24]1[cH:25][c:26]2[c:27]([cH:31][c:32]1[OH:33])[O:28][CH2:29][O:30]2.[N:47]([C:48]([O:49][C:50]([CH3:51])([CH3:52])[CH3:53])=[O:54])=[N:55][C:56]([O:57][C:58]([CH3:59])([CH3:60])[CH3:61])=[O:62].[O:63]1[CH2:64][CH2:65][CH2:66][CH2:67]1>>[F:1][c:2]1[cH:3][c:4]2[c:8]([cH:9][cH:10]1)[N:7]([CH2:11][c:12]1[o:13][c:14]([C:17]([F:18])([F:19])[F:20])[cH:15][cH:16]1)[C:6](=[O:21])[C:5]21[CH2:22][O:33][c:32]2[c:24]1[cH:25][c:26]1[c:27]([cH:31]2)[O:28][CH2:29][O:30]1. Isolated yield 45.7%. The product is CC1(NCC2=C(NC1=O)N=CC(=C2)/C=C/C(=O)N(CC2=C(C(=CC=C2)OC(F)(F)F)OCC)C)C ((E)-3-(3,3-Dimethyl-2-oxo-2,3,4,5-tetrahydro-1H-pyrido[2,3-e][1,4]diazepin-7-yl)-N-methyl-N-(2-ethoxy-3-trifluoromethoxybenzyl)acrylamide). The reagents and catalysts are CC(=O)[O-].CC(=O)[O-].[Pd+2] (Pd(OAc)2). The reactants are C(C)OC1=C(CN(C(C=C)=O)C)C=CC=C1OC(F)(F)F (N-(2-ethoxy-3-trifluoromethoxybenzyl)-N-methylacrylamide), CC1=C(C=CC=C1)P(C2=C(C=CC=C2)C)C3=C(C=CC=C3)C (P(o-tol)3), C(C)(C)N(CC)C(C)C (diisopropylethylamine), BrC1=CC2=C(NC(C(NC2)(C)C)=O)N=C1 (7-bromo-3,3-dimethyl-1,3,4,5-tetrahydro-pyrido[2,3-e][1,4]diazepin-2-one). Procedure: A solution of N-(2-ethoxy-3-trifluoromethoxybenzyl)-N-methylacrylamide (0.447 g, 1.47 mmol) in propionitrile (5 mL) and DMF (1 mL) was deoxygenated with Ar for 20 min and then treated with diisopropylethylamine (0.40 mL, 2.3 mmol) and 7-bromo-3,3-dimethyl-1,3,4,5-tetrahydro-pyrido[2,3-e][1,4]diazepin-2-one (0.300 g, 1.11 mmol). The solution was deoxygenated with Ar for 20 minutes. Pd(OAc)2 (0.024 g, 0.111 mmol) and P(o-tol)3 (0.067 g, 0.222 mmol) were added and the solution deoxygenated with Ar ... RXN SMILES: [CH2:1]([O:3][C:4]1[C:16]([O:17][C:18]([F:21])([F:20])[F:19])=[CH:15][CH:14]=[CH:13][C:5]=1[CH2:6][N:7]([CH3:12])[C:8](=[O:11])[CH:9]=[CH2:10])[CH3:2].C(N(C(C)C)CC)(C)C.Br[C:32]1[CH:45]=[N:44][C:35]2[NH:36][C:37](=[O:43])[C:38]([CH3:42])([CH3:41])[NH:39][CH2:40][C:34]=2[CH:33]=1.CC1C=CC=CC=1P(C1C=CC=CC=1C)C1C=CC=CC=1C>C(#N)CC.CN(C=O)C.CC([O-])=O.CC([O-])=O.[Pd+2]>[CH3:41][C:38]1([CH3:42])[C:37](=[O:43])[NH:36][C:35]2[N:44]=[CH:45][C:32](/[CH:10]=[CH:9]/[C:8]([N:7]([CH3:12])[CH2:6][C:5]3[CH:13]=[CH:14][CH:15]=[C:16]([O:17][C:18]([F:19])([F:20])[F:21])[C:4]=3[O:3][CH2:1][CH3:2])=[O:11])=[CH:33][C:34]=2[CH2:40][NH:39]1 |f:6.7.8|. Run in C(CC)#N (propionitrile), CN(C)C=O (DMF). Reported procedure: Using an analogous procedure to that described in Example 22, 2-naphthoyl chloride was reacted with N-(5-amino-2-methylphenyl)-4-(2-ethoxyethoxy)benzamide to give the title compound in 23% yield; Mass Spectrum: M+H 470. Reaction SMILES: [CH:1]1[C:10]2[C:5](=[CH:6][CH:7]=[CH:8][CH:9]=2)[CH:4]=[CH:3][C:2]=1[C:11](Cl)=[O:12].[NH2:14][C:15]1[CH:16]=[CH:17][C:18]([CH3:36])=[C:19]([NH:21][C:22](=[O:35])[C:23]2[CH:28]=[CH:27][C:26]([O:29][CH2:30][CH2:31][O:32][CH2:33][CH3:34])=[CH:25][CH:24]=2)[CH:20]=1>>[CH3:36][C:18]1[CH:17]=[CH:16][C:15]([NH:14][C:11]([C:2]2[CH:3]=[CH:4][C:5]3[C:10](=[CH:9][CH:8]=[CH:7][CH:6]=3)[CH:1]=2)=[O:12])=[CH:20][C:19]=1[NH:21][C:22](=[O:35])[C:23]1[CH:28]=[CH:27][C:26]([O:29][CH2:30][CH2:31][O:32][CH2:33][CH3:34])=[CH:25][CH:24]=1. The product is CC1=C(C=C(C=C1)NC(=O)C1=CC2=CC=CC=C2C=C1)NC(C1=CC=C(C=C1)OCCOCC)=O (N-[2-Methyl-5-(2-naphthoylamino)phenyl]-4-(2-ethoxyethoxy)benzamide). Isolated yield 23.0%. Starting materials: C1=C(C=CC2=CC=CC=C12)C(=O)Cl (2-naphthoyl chloride), NC=1C=CC(=C(C1)NC(C1=CC=C(C=C1)OCCOCC)=O)C (N-(5-amino-2-methylphenyl)-4-(2-ethoxyethoxy)benzamide).